Dataset: the Open Reaction Database (ORD), a public repository of structured organic reaction records. Task: describe an organic reaction: reactants, conditions, products, and yield Starting materials: ClC=1C=C(C=CC1Cl)C=1C(=CC(NN1)=O)C (6-(3,4-dichlorophenyl)-5-methylpyridazin-3(2H)-one), P(=O)(Cl)(Cl)Cl (phosphoryl trichloride). Conditions: temperature 100 celsius. Product: ClC=1N=NC(=C(C1)C)C1=CC(=C(C=C1)Cl)Cl (3-chloro-6-(3,4-dichlorophenyl)-5-methylpyridazine). Reaction SMILES: [Cl:1][C:2]1[CH:3]=[C:4]([C:9]2[C:10]([CH3:16])=[CH:11][C:12](=O)[NH:13][N:14]=2)[CH:5]=[CH:6][C:7]=1[Cl:8].P(Cl)(Cl)([Cl:19])=O>>[Cl:19][C:12]1[N:13]=[N:14][C:9]([C:4]2[CH:5]=[CH:6][C:7]([Cl:8])=[C:2]([Cl:1])[CH:3]=2)=[C:10]([CH3:16])[CH:11]=1. Procedure details: 6-(3,4-dichlorophenyl)-5-methylpyridazin-3(2H)-one (500 mg) is added stepwise to phosphoryl trichloride (1.8 ml). The reaction mixture is heated to 100° C. for 1 hour, then cooled to room temperature and poured onto ice water. The formed precipitate is separated, washed with water and dried to give 3-chloro-6-(3,4-dichlorophenyl)-5-methylpyridazine (509 mg). Starting materials: COCc1nc2c(c(Nc3ccc(C(C)(C)C)cc3)n1)CCN(Cc1ccccc1)C2, CO, O=C[O-], [NH4+], [Pd]. Product: COCc1nc2c(c(Nc3ccc(C(C)(C)C)cc3)n1)CCNC2. As a reaction SMILES: [C:1]([CH3:2])([CH3:3])([CH3:4])[c:5]1[cH:6][cH:7][c:8]([NH:11][c:12]2[c:13]3[c:14]([n:15][c:16]([CH2:18][O:19][CH3:20])[n:17]2)[CH2:21][N:22]([CH2:25][c:26]2[cH:27][cH:28][cH:29][cH:30][cH:31]2)[CH2:23][CH2:24]3)[cH:9][cH:10]1.[CH3:37][OH:38].[CH:32]([O-:33])=[O:34].[NH4+:35].[Pd:36]>>[C:1]([CH3:2])([CH3:3])([CH3:4])[c:5]1[cH:6][cH:7][c:8]([NH:11][c:12]2[c:13]3[c:14]([n:15][c:16]([CH2:18][O:19][CH3:20])[n:17]2)[CH2:21][NH:22][CH2:23][CH2:24]3)[cH:9][cH:10]1. Starting materials: resultant mixture, NC1[C@@H]2N(C(=C(CS2)S\C=C/C=2C=NC=CC2)C(=O)OC(C2=CC=CC=C2)C2=CC=CC=C2)C1=O (benzhydryl 7-amino-3-[(Z)-2-(3-pyridyl)vinylthio]-3-cephem-4-carboxylate), C[Si](C)(C)NC(N[Si](C)(C)C)=O (bis(trimethylsilyl)urea), P(Cl)(Cl)(Cl)(Cl)Cl (phosphorus pentachloride), NC1=NC(=NS1)C(C(=O)O)=NOC1C=CCC1 (2-(5-amino-1,2,4-thiadiazol-3-yl)-2-(2-cyclopenten-1-yl)oxyiminoacetic acid). Run in C(Cl)Cl (methylene chloride), C(Cl)Cl (methylene chloride). Run at time 30 minute. Yields the product NC1=NC(=NS1)C(C(=O)NC1[C@@H]2N(C(=C(CS2)S\C=C/C=2C=NC=CC2)C(=O)OC(C2=CC=CC=C2)C2=CC=CC=C2)C1=O)=NOC1C=CCC1 (benzhydryl 7-[2-(5-amino-1,2,4-thiadiazol-3-yl)-2-(2-cyclopenten-1-yl)oxyiminoacetamido]-3-[(Z)-2-(3-pyridyl)vinylthio]-3-cephem-4-carboxylate). The yield is 76.1%. RXN SMILES: P(Cl)(Cl)(Cl)(Cl)Cl.[NH2:7][C:8]1[S:12][N:11]=[C:10]([C:13](=[N:17][O:18][CH:19]2[CH2:23][CH2:22][CH:21]=[CH:20]2)[C:14]([OH:16])=O)[N:9]=1.[NH2:24][CH:25]1[C:57](=[O:58])[N:27]2[C:28]([C:41]([O:43][CH:44]([C:51]3[CH:56]=[CH:55][CH:54]=[CH:53][CH:52]=3)[C:45]3[CH:50]=[CH:49][CH:48]=[CH:47][CH:46]=3)=[O:42])=[C:29]([S:32]/[CH:33]=[CH:34]\[C:35]3[CH:36]=[N:37][CH:38]=[CH:39][CH:40]=3)[CH2:30][S:31][C@H:26]12.C[Si](NC(=O)N[Si](C)(C)C)(C)C>C(Cl)Cl>[NH2:7][C:8]1[S:12][N:11]=[C:10]([C:13](=[N:17][O:18][CH:19]2[CH2:23][CH2:22][CH:21]=[CH:20]2)[C:14]([NH:24][CH:25]2[C:57](=[O:58])[N:27]3[C:28]([C:41]([O:43][CH:44]([C:51]4[CH:56]=[CH:55][CH:54]=[CH:53][CH:52]=4)[C:45]4[CH:50]=[CH:49][CH:48]=[CH:47][CH:46]=4)=[O:42])=[C:29]([S:32]/[CH:33]=[CH:34]\[C:35]4[CH:36]=[N:37][CH:38]=[CH:39][CH:40]=4)[CH2:30][S:31][C@H:26]23)=[O:16])[N:9]=1. Procedure: To a solution of phosphorus pentachloride (455 mg) in methylene chloride (15 ml) was added 2-(5-amino-1,2,4-thiadiazol-3-yl)-2-(2-cyclopenten-1-yl)oxyiminoacetic acid (syn isomer) (557 mg) at -20° C. The mixture was stirred at -20~-10° C. for 30 minutes. The resultant mixture was added to a solution of benzhydryl 7-amino-3-[(Z)-2-(3-pyridyl)vinylthio]-3-cephem-4-carboxylate (1 g) and bis(trimethylsilyl)urea (2 g) in methylene chloride (20 ml) at -20° C. The mixture was stirred at -20~-10° C. for... Starting materials: BrCC1CCOCC1, O=C([O-])[O-], CCOC(C)=O, CCCC(C)(C)COc1nc(N)c2nc(OC)[nH]c2n1, O=C(O)C(F)(F)F, [K+], [K+], CN(C)C=O. RXN SMILES: [Br:34][CH2:35][CH:36]1[CH2:37][CH2:38][O:39][CH2:40][CH2:41]1.[C:28](=[O:29])([O-:30])[O-:31].[CH3:47][CH2:48][O:49][C:50]([CH3:51])=[O:52].[CH3:8][C:9]([CH2:10][O:11][c:12]1[n:13][c:14]([NH2:23])[c:15]2[n:16][c:17]([O:21][CH3:22])[nH:18][c:19]2[n:20]1)([CH2:24][CH2:25][CH3:26])[CH3:27].[F:1][C:2]([F:3])([F:4])[C:5]([OH:6])=[O:7].[K+:32].[K+:33].[O:42]=[CH:43][N:44]([CH3:45])[CH3:46]>>[CH3:8][C:9]([CH2:10][O:11][c:12]1[n:13][c:14]([NH2:23])[c:15]2[n:16][c:17]([O:21][CH3:22])[n:18]([CH2:35][CH:36]3[CH2:37][CH2:38][O:39][CH2:40][CH2:41]3)[c:19]2[n:20]1)([CH2:24][CH2:25][CH3:26])[CH3:27]. The product is CCCC(C)(C)COc1nc(N)c2nc(OC)n(CC3CCOCC3)c2n1.